This data is from the Open Reaction Database (ORD), a public repository of structured organic reaction records. The task is: describe an organic reaction: reactants, conditions, products, and yield The reactants are CC(C)OC(=O)/N=N/C(=O)OC(C)C (DIAD), ClC1=C(C=C(C=C1)[N+](=O)[O-])O (2-chloro-5-nitrophenol), C(C1CCCO1)O (tetrahydrofurfuryl alcohol), C1=CC=C(C=C1)P(C2=CC=CC=C2)C3=CC=CC=C3 (Ph3P). Run in C1CCOC1 (THF). Run at time 18 hour. The product is ClC1=C(OCC2OCCC2)C=C(C=C1)[N+](=O)[O-] (2-(2-Chloro-5-nitro-phenoxymethyl)-tetrahydrofuran). Reaction SMILES: [Cl:1][C:2]1[CH:7]=[CH:6][C:5]([N+:8]([O-:10])=[O:9])=[CH:4][C:3]=1[OH:11].[CH2:12](O)[CH:13]1[O:17][CH2:16][CH2:15][CH2:14]1.C1C=CC(P(C2C=CC=CC=2)C2C=CC=CC=2)=CC=1.CC(OC(/N=N/C(OC(C)C)=O)=O)C>C1COCC1>[Cl:1][C:2]1[CH:7]=[CH:6][C:5]([N+:8]([O-:10])=[O:9])=[CH:4][C:3]=1[O:11][CH2:12][CH:13]1[CH2:14][CH2:15][CH2:16][O:17]1. Procedure details: To a solution of 2-chloro-5-nitrophenol (3.39 g, 19.52 mmol), tetrahydrofurfuryl alcohol (1.99 g, 19.52 mmol), and Ph3P (5.12 g, 19.52 mmol) in 34 ml THF, cooled to −15° C., was added dropwise, over 90 min, a solution of DIAD (4.15 g, 20.5 mmol). The reaction was warmed to RT and stirred for 18 h. The reaction was concentrated to dryness. The crude residue was treated with a small mix of Et2O and hexanes and sonicated so as to triturate out bulk of impurities, which were filtered off. The filtra...